From a dataset of the Open Reaction Database (ORD), a public repository of structured organic reaction records. describe an organic reaction: reactants, conditions, products, and yield Starting materials: F[B-](F)(F)F, CCN(C(C)C)C(C)C, COc1ccc(C(=O)O)cc1F, CNC(=O)c1cc(Oc2ccc3c(c2)CC(N)CC3)ccn1, O, CN(C)C(On1nnc2ccccc21)=[N+](C)C. Product: CNC(=O)c1cc(Oc2ccc3c(c2)CC(NC(=O)c2ccc(OC)c(F)c2)CC3)ccn1. RXN SMILES: [B-:44]([F:45])([F:46])([F:47])[F:48].[CH:35]([N:36]([CH2:37][CH3:38])[CH:39]([CH3:40])[CH3:41])([CH3:42])[CH3:43].[F:23][c:24]1[cH:25][c:26]([C:27](=[O:28])[OH:29])[cH:30][cH:31][c:32]1[O:33][CH3:34].[NH2:1][CH:2]1[CH2:3][CH2:4][c:5]2[cH:6][cH:7][c:8]([O:12][c:13]3[cH:14][c:15]([C:19](=[O:20])[NH:21][CH3:22])[n:16][cH:17][cH:18]3)[cH:9][c:10]2[CH2:11]1.[OH2:66].[n:49]1([O:50][C:51]([N:52]([CH3:53])[CH3:54])=[N+:55]([CH3:56])[CH3:57])[c:58]2[cH:59][cH:60][cH:61][cH:62][c:63]2[n:64][n:65]1>>[NH:1]([CH:2]1[CH2:3][CH2:4][c:5]2[cH:6][cH:7][c:8]([O:12][c:13]3[cH:14][c:15]([C:19](=[O:20])[NH:21][CH3:22])[n:16][cH:17][cH:18]3)[cH:9][c:10]2[CH2:11]1)[C:27]([c:26]1[cH:25][c:24]([F:23])[c:32]([O:33][CH3:34])[cH:31][cH:30]1)=[O:28]. Reactants: ClCCl, Cc1ccc(O)cc1, CC1=NCCO1. Product: CC(=O)NCCOc1ccc(C)cc1. As a reaction SMILES: [CH2:15]([Cl:16])[Cl:17].[CH3:1][c:2]1[cH:3][cH:4][c:5]([OH:6])[cH:7][cH:8]1.[CH3:9][C:10]1=[N:11][CH2:12][CH2:13][O:14]1>>[CH3:1][c:2]1[cH:3][cH:4][c:5]([O:6][CH2:13][CH2:12][NH:11][C:10]([CH3:9])=[O:14])[cH:7][cH:8]1. Reactants: C(C)(C)N(C=1C(=NC2=CC=C(C=C2N1)C(=O)OC)C=1C=NC(=CC1)N1CCCC1)C (methyl 3-(isopropyl(methyl)amino)-2-(6-(pyrrolidin-1-yl)pyridin-3-yl)quinoxaline-6-carboxylate), [OH-].[Na+] (sodium hydroxide), O (water). Run in CO (methanol). Run at time 8 hour. The product is C(C)(C)N(C=1C(=NC2=CC=C(C=C2N1)C(=O)O)C=1C=NC(=CC1)N1CCCC1)C (3-(isopropyl(methyl)amino)-2-(6-(pyrrolidin-1-yl)pyridin-3-yl)quinoxaline-6-carboxylic acid). The yield is 48.1%. As a reaction SMILES: [CH:1]([N:4]([CH3:30])[C:5]1[C:6]([C:19]2[CH:20]=[N:21][C:22]([N:25]3[CH2:29][CH2:28][CH2:27][CH2:26]3)=[CH:23][CH:24]=2)=[N:7][C:8]2[C:13]([N:14]=1)=[CH:12][C:11]([C:15]([O:17]C)=[O:16])=[CH:10][CH:9]=2)([CH3:3])[CH3:2].[OH-].[Na+].O>CO>[CH:1]([N:4]([CH3:30])[C:5]1[C:6]([C:19]2[CH:20]=[N:21][C:22]([N:25]3[CH2:29][CH2:28][CH2:27][CH2:26]3)=[CH:23][CH:24]=2)=[N:7][C:8]2[C:13]([N:14]=1)=[CH:12][C:11]([C:15]([OH:17])=[O:16])=[CH:10][CH:9]=2)([CH3:3])[CH3:2] |f:1.2|. Reported procedure: To a solution of methyl 3-(isopropyl(methyl)amino)-2-(6-(pyrrolidin-1-yl)pyridin-3-yl)quinoxaline-6-carboxylate (130.0 mg, 0.32 mmol) in methanol (20 mL) was added sodium hydroxide (64.3 mg, 1.61 mmol) and water (1 mL) with stirring overnight at room temperature. The reaction mixture was concentrated under vacuum, dissolved in water (20 mL) and adjusted to pH 7 with hydrochloric acid (1N). The solids were collected to afford 3-(isopropyl(methyl)amino)-2-(6-(pyrrolidin-1-yl)pyridin-3-yl)quinoxali...